Dataset: the Open Reaction Database (ORD), a public repository of structured organic reaction records. Task: describe an organic reaction: reactants, conditions, products, and yield Reactants: ClCc1ccccn1, [Na+], CN(C)C=O, Cc1cccc(Nc2ccccc2C(=O)[O-])c1C. The product is Cc1cccc(Nc2ccccc2C(=O)OCc2ccccn2)c1C. RXN SMILES: [Cl:20][CH2:21][c:22]1[n:23][cH:24][cH:25][cH:26][cH:27]1.[Na+:19].[O:28]=[CH:29][N:30]([CH3:31])[CH3:32].[c:1]1([NH:9][c:10]2[c:11]([C:12](=[O:13])[O-:14])[cH:15][cH:16][cH:17][cH:18]2)[c:2]([CH3:8])[c:3]([CH3:7])[cH:4][cH:5][cH:6]1>>[c:1]1([NH:9][c:10]2[c:11]([C:12]([O:13][CH2:21][c:22]3[n:23][cH:24][cH:25][cH:26][cH:27]3)=[O:14])[cH:15][cH:16][cH:17][cH:18]2)[c:2]([CH3:8])[c:3]([CH3:7])[cH:4][cH:5][cH:6]1.